Dataset: the Open Reaction Database (ORD), a public repository of structured organic reaction records. Task: describe an organic reaction: reactants, conditions, products, and yield Starting materials: O=c1c(NCCO)nn(CCCC(F)(F)F)c(=O)n1CCCC(F)(F)F, CCOC(=O)C(C)(C)Oc1ccc(O)cc1. The product is CCOC(=O)C(C)(C)Oc1ccc(OCCNc2nn(CCCC(F)(F)F)c(=O)n(CCCC(F)(F)F)c2=O)cc1. Reaction SMILES: [OH:1][CH2:2][CH2:3][NH:4][c:5]1[c:6](=[O:26])[n:7]([CH2:19][CH2:20][CH2:21][C:22]([F:23])([F:24])[F:25])[c:8](=[O:18])[n:9]([CH2:11][CH2:12][CH2:13][C:14]([F:15])([F:16])[F:17])[n:10]1.[OH:27][c:28]1[cH:29][cH:30][c:31]([O:32][C:33]([C:34](=[O:35])[O:36][CH2:37][CH3:38])([CH3:39])[CH3:40])[cH:41][cH:42]1>>[O:1]([CH2:2][CH2:3][NH:4][c:5]1[c:6](=[O:26])[n:7]([CH2:19][CH2:20][CH2:21][C:22]([F:23])([F:24])[F:25])[c:8](=[O:18])[n:9]([CH2:11][CH2:12][CH2:13][C:14]([F:15])([F:16])[F:17])[n:10]1)[c:28]1[cH:29][cH:30][c:31]([O:32][C:33]([C:34](=[O:35])[O:36][CH2:37][CH3:38])([CH3:39])[CH3:40])[cH:41][cH:42]1. Reactants: CCO, Cc1c(C(=O)Cl)nn(-c2ccc(Cl)cc2Cl)c1-c1ccc(Cl)cc1, NN, O. The product is Cc1c(C(=O)NN)nn(-c2ccc(Cl)cc2Cl)c1-c1ccc(Cl)cc1. As a reaction SMILES: [CH3:28][CH2:29][OH:30].[Cl:1][c:2]1[cH:3][cH:4][c:5](-[c:8]2[c:9]([CH3:24])[c:10]([C:21](=[O:22])[Cl:23])[n:11][n:12]2-[c:13]2[c:14]([Cl:20])[cH:15][c:16]([Cl:19])[cH:17][cH:18]2)[cH:6][cH:7]1.[NH2:26][NH2:27].[OH2:25]>>[Cl:1][c:2]1[cH:3][cH:4][c:5](-[c:8]2[c:9]([CH3:24])[c:10]([C:21](=[O:22])[NH:26][NH2:27])[n:11][n:12]2-[c:13]2[c:14]([Cl:20])[cH:15][c:16]([Cl:19])[cH:17][cH:18]2)[cH:6][cH:7]1.